This data is from the Open Reaction Database (ORD), a public repository of structured organic reaction records. The task is: describe an organic reaction: reactants, conditions, products, and yield Reactants: Br, COc1cc(C(=O)O)cc([N+](=O)[O-])c1O. Yields the product O=C(O)c1cc(O)c(O)c([N+](=O)[O-])c1. As a reaction SMILES: [BrH:16].[OH:1][c:2]1[c:3]([O:14][CH3:15])[cH:4][c:5]([C:6](=[O:7])[OH:8])[cH:9][c:10]1[N+:11](=[O:12])[O-:13]>>[OH:1][c:2]1[c:3]([OH:14])[cH:4][c:5]([C:6](=[O:7])[OH:8])[cH:9][c:10]1[N+:11](=[O:12])[O-:13]. Reactants: [Cl-], COc1ccc(F)cc1C(C)(C)CC1(C(F)(F)F)CO1, [H-], [H][H], [NH4+], O=C1Cc2ccccc2N1, [Na+], CN(C)C=O. Yields the product COc1ccc(F)cc1C(C)(C)CC(O)(CN1C(=O)Cc2ccccc21)C(F)(F)F. Reaction SMILES: [Cl-:40].[F:15][c:16]1[cH:17][cH:18][c:19]([O:33][CH3:34])[c:20]([C:22]([CH2:23][C:24]2([C:27]([F:28])([F:29])[F:30])[O:25][CH2:26]2)([CH3:31])[CH3:32])[cH:21]1.[H-:11].[H:13][H:14].[NH4+:41].[NH:1]1[C:2](=[O:10])[CH2:3][c:4]2[cH:5][cH:6][cH:7][cH:8][c:9]21.[Na+:12].[O:35]=[CH:36][N:37]([CH3:38])[CH3:39]>>[N:1]1([CH2:26][C:24]([CH2:23][C:22]([c:20]2[c:19]([O:33][CH3:34])[cH:18][cH:17][c:16]([F:15])[cH:21]2)([CH3:31])[CH3:32])([OH:25])[C:27]([F:28])([F:29])[F:30])[C:2](=[O:10])[CH2:3][c:4]2[cH:5][cH:6][cH:7][cH:8][c:9]21. Starting materials: C1CCOC1, CO, CCOC(=O)C1CC1(C)c1ccc(SC(F)(F)F)cc1, [Na+], [OH-]. Yields the product CC1(c2ccc(SC(F)(F)F)cc2)CC1C(=O)O. Reaction SMILES: [CH2:1]1[O:2][CH2:3][CH2:4][CH2:5]1.[CH3:28][OH:29].[CH3:6][C:7]1([c:15]2[cH:16][cH:17][c:18]([S:21][C:22]([F:23])([F:24])[F:25])[cH:19][cH:20]2)[CH:8]([C:10](=[O:11])[O:12][CH2:13][CH3:14])[CH2:9]1.[Na+:27].[OH-:26]>>[CH3:6][C:7]1([c:15]2[cH:16][cH:17][c:18]([S:21][C:22]([F:23])([F:24])[F:25])[cH:19][cH:20]2)[CH:8]([C:10](=[O:11])[OH:12])[CH2:9]1. Starting materials: O (water), O (water), NC1=C(C(=NN1C1=C(C=C(C=C1Cl)C(F)(F)F)Cl)C#N)N(S(=O)(=O)C)CSC (N-{5-amino-3-cyano-1-[2,6-dichloro-4-(trifluoromethyl)phenyl]-1H-pyrazol-4-yl}-N-[(methylthio)methyl]methanesulfonamide), C([O-])([O-])=O.[Na+].[Na+] (sodium carbonate), OOS(=O)[O-].[K+] (Oxone). Solvent: CC(=O)C (acetone). Conditions: time 5 hour. The product is NC1=C(C(=NN1C1=C(C=C(C=C1Cl)C(F)(F)F)Cl)C#N)N(S(=O)(=O)C)CS(=O)(=O)C (N-{5-amino-3-cyano-1-[2,6-dichloro-4-(trifluoromethyl)phenyl]-1H-pyrazol-4-yl}-N-[(methylsulfonyl)methyl]methanesulfonamide). As a reaction SMILES: [NH2:1][C:2]1[N:6]([C:7]2[C:12]([Cl:13])=[CH:11][C:10]([C:14]([F:17])([F:16])[F:15])=[CH:9][C:8]=2[Cl:18])[N:5]=[C:4]([C:19]#[N:20])[C:3]=1[N:21]([CH2:26]SC)[S:22]([CH3:25])(=O)=[O:23].[C:29](=O)([O-])[O-].[Na+].[Na+].O[O:36][S:37]([O-:39])=O.[K+].[OH2:41]>CC(C)=O>[NH2:1][C:2]1[N:6]([C:7]2[C:12]([Cl:13])=[CH:11][C:10]([C:14]([F:16])([F:17])[F:15])=[CH:9][C:8]=2[Cl:18])[N:5]=[C:4]([C:19]#[N:20])[C:3]=1[N:21]([CH2:26][S:37]([CH3:29])(=[O:39])=[O:36])[S:22]([CH3:25])(=[O:23])=[O:41] |f:1.2.3,4.5|. Procedure: To a solution of N-{5-amino-3-cyano-1-[2,6-dichloro-4-(trifluoromethyl)phenyl]-1H-pyrazol-4-yl}-N-[(methylthio)methyl]methanesulfonamide (108 mg, 0.23 mmol) in acetone (35 ml) was added sodium carbonate (318 mg, 3.04 mmol), followed by Oxone® (924 mg, 1.52 mmol) in water (12 ml). The reaction mixture was then stirred at room temperature for 5 h. To the reaction mixture was added water and the solution was extracted with ethyl acetate. The combined extracts were washed with brine, dried (MgSO4) a... Reactants: CC(=O)[O-], CCO, O=Cc1ccc(C(=O)NCC(F)(F)F)cc1, Cl, [Na+], O, NO. Product: O=C(NCC(F)(F)F)c1ccc(C=NO)cc1. Reaction SMILES: [CH3:21][C:22](=[O:23])[O-:24].[CH3:25][CH2:26][OH:27].[CH:1](=[O:2])[c:3]1[cH:4][cH:5][c:6]([C:7](=[O:8])[NH:9][CH2:10][C:11]([F:12])([F:13])[F:14])[cH:15][cH:16]1.[ClH:17].[Na+:20].[OH2:28].[OH:18][NH2:19]>>[CH:1]([c:3]1[cH:4][cH:5][c:6]([C:7](=[O:8])[NH:9][CH2:10][C:11]([F:12])([F:13])[F:14])[cH:15][cH:16]1)=[N:19][OH:18].